Dataset: the Open Reaction Database (ORD), a public repository of structured organic reaction records. Task: describe an organic reaction: reactants, conditions, products, and yield Reactants: ClCCP(=O)(Cl)Cl (2-chloroethane-phosphonic acid dichloride), C(C)(C)N (iso-propylamine), [Cl-].C(C)(C)NP(O)(=O)CCCl (2-chloroethane-phosphonic acid N-mono-isopropylamide chloride). Run in C1(=CC=CC=C1)C (toluene). Product: C(C)(C)[NH-].C(C)(C)OP(O)(=O)CCCl (2-chloroethanephosphonic acid isopropyl ester N-monoisopropylamide). RXN SMILES: [Cl-].[CH:2]([NH:5][P:6]([CH2:9][CH2:10][Cl:11])(=[O:8])[OH:7])([CH3:4])[CH3:3].ClCCP(Cl)(Cl)=[O:16].[CH:19](N)([CH3:21])[CH3:20]>C1(C)C=CC=CC=1>[CH:2]([NH-:5])([CH3:4])[CH3:3].[CH:19]([O:16][P:6]([CH2:9][CH2:10][Cl:11])(=[O:8])[OH:7])([CH3:21])[CH3:20] |f:0.1,5.6|. Reported procedure: The 2-chloroethane-phosphonic acid N-mono-isopropylamide chloride used as starting product was prepared from 2-chloroethane-phosphonic acid dichloride and iso-propylamine in toluene at 0° C. Yield: 91% of the theory, nD28 = 1.4854. Starting materials: C1(=CC=CC=C1)C=1NC2=C(C=C(C=C2C1)C(=O)O)[N+](=O)[O-] (2-Phenyl-7-nitro-1H-indole-5-carboxylic acid), Cl.COC(C[C@H](CSCC1=CC=C(C=C1)OC)N)=O ((R)-3-amino-4-(4-methoxy-benzylsulfanyl)-butyric acid methyl ester hydrochloride). The product is COC(C[C@H](CSCC1=CC=C(C=C1)OC)NC(=O)C=1C=C2C=C(NC2=C(C1)[N+](=O)[O-])C1=CC=CC=C1)=O ((R)-4-(4-methoxy-benzylsulfanyl)-3-[(7-nitro-2-phenyl-1H-indole-5-carbonyl)-amino]-butyric acid methyl ester). As a reaction SMILES: [C:1]1([C:7]2[NH:8][C:9]3[C:14]([CH:15]=2)=[CH:13][C:12]([C:16](O)=[O:17])=[CH:11][C:10]=3[N+:19]([O-:21])=[O:20])[CH:6]=[CH:5][CH:4]=[CH:3][CH:2]=1.Cl.[CH3:23][O:24][C:25](=[O:40])[CH2:26][C@@H:27]([NH2:39])[CH2:28][S:29][CH2:30][C:31]1[CH:36]=[CH:35][C:34]([O:37][CH3:38])=[CH:33][CH:32]=1>>[CH3:23][O:24][C:25](=[O:40])[CH2:26][C@@H:27]([NH:39][C:16]([C:12]1[CH:13]=[C:14]2[C:9](=[C:10]([N+:19]([O-:21])=[O:20])[CH:11]=1)[NH:8][C:7]([C:1]1[CH:6]=[CH:5][CH:4]=[CH:3][CH:2]=1)=[CH:15]2)=[O:17])[CH2:28][S:29][CH2:30][C:31]1[CH:32]=[CH:33][C:34]([O:37][CH3:38])=[CH:35][CH:36]=1 |f:1.2|. Reported procedure: 2-Phenyl-7-nitro-1H-indole-5-carboxylic acid prepared in Preparation 28 and (R)-3-amino-4-(4-methoxy-benzylsulfanyl)-butyric acid methyl ester hydrochloride prepared in Preparation 47 were reacted according to the same procedure as Example 92 to give the title compound. The reactants are ClC1=NC=C(C(=N1)CCC1=C(C=CC=C1)C1(CC1)C(=O)N)Cl (1-(2-(2-(2,5-dichloropyrimidin-4-yl)ethyl)phenyl)cyclopropanecarboxamide), CN1N=C(C=C1)N (1-methyl-1H-pyrazole-3-amine), O.C1(=CC=C(C=C1)S(=O)(=O)O)C (p-toluenesulfonic acid monohydrate). Solvent: O1CCOCC1 (1,4-dioxane), CCOCC (Et2O), petroleum benzine. Run at temperature 120 celsius, time 3 hour. Product: ClC=1C(=NC(=NC1)NC1=NN(C=C1)C)CCC1=C(C=CC=C1)C1(CC1)C(=O)N (1-(2-(2-(5-Chloro-2-((1-methyl-1H-pyrazol-3-yl)amino)pyrimidin-4-yl)ethyl)phenyl)cyclopropanecarboxamide). The yield is 12.0%. RXN SMILES: Cl[C:2]1[N:7]=[C:6]([CH2:8][CH2:9][C:10]2[CH:15]=[CH:14][CH:13]=[CH:12][C:11]=2[C:16]2([C:19]([NH2:21])=[O:20])[CH2:18][CH2:17]2)[C:5]([Cl:22])=[CH:4][N:3]=1.[CH3:23][N:24]1[CH:28]=[CH:27][C:26]([NH2:29])=[N:25]1.O.C1(C)C=CC(S(O)(=O)=O)=CC=1>O1CCOCC1.CCOCC>[Cl:22][C:5]1[C:6]([CH2:8][CH2:9][C:10]2[CH:15]=[CH:14][CH:13]=[CH:12][C:11]=2[C:16]2([C:19]([NH2:21])=[O:20])[CH2:18][CH2:17]2)=[N:7][C:2]([NH:29][C:26]2[CH:27]=[CH:28][N:24]([CH3:23])[N:25]=2)=[N:3][CH:4]=1 |f:2.3|. Procedure: A mixture of 1-(2-(2-(2,5-dichloropyrimidin-4-yl)ethyl)phenyl)cyclopropanecarboxamide A14 (0.100 g, 0.297 mmol), 1-methyl-1H-pyrazole-3-amine (0.058 g, 0.595 mmol) and p-toluenesulfonic acid monohydrate (0.006 g, 0.030 mmol) in 1,4-dioxane (2.0 mL) was stirred in a microwave reactor at 120° C. for 3 hours. The reaction mixture was adsorbed onto SiO2 and purified by column chromatography (Biotage Isolera, 24 g SiO2 cartridge, 0-5% MeOH in DCM) to give a gummy solid. The solid was suspended in a m...